The task is: describe an organic reaction: reactants, conditions, products, and yield. This data is from the Open Reaction Database (ORD), a public repository of structured organic reaction records. Reactants: BrC=1C=C(C=CC1)C=1N=NNN1 (5-(3-bromophenyl)-2H-tetrazole), C([O-])([O-])=O.[Cs+].[Cs+] (cesium carbonate), COP(OC)(=O)C(C1=CC=C(C=C1)Br)C ((4-bromo-methylbenzyl) phosphonic acid dimethyl ester). The solvent is C(C)(=O)OCC (ethyl acetate), CN(C)C=O (DMF). Run at time 15 minute. Product: COP(OC)(=O)CC1=CC=C(C=C1)CN1N=C(N=N1)C1=CC(=CC=C1)Br ({4-[5-(3-bromophenyl)tetrazol-2-ylmethyl]benzyl}phosphonic acid dimethyl ester). RXN SMILES: [Br:1][C:2]1[CH:3]=[C:4]([C:8]2[N:9]=[N:10][NH:11][N:12]=2)[CH:5]=[CH:6][CH:7]=1.[C:13](=O)([O-])[O-].[Cs+].[Cs+].[CH3:19][O:20][P:21]([CH:25](C)[C:26]1[CH:31]=[CH:30][C:29](Br)=[CH:28][CH:27]=1)(=[O:24])[O:22][CH3:23]>CN(C=O)C.C(OCC)(=O)C>[CH3:23][O:22][P:21]([CH2:25][C:26]1[CH:27]=[CH:28][C:29]([CH2:13][N:10]2[N:11]=[N:12][C:8]([C:4]3[CH:5]=[CH:6][CH:7]=[C:2]([Br:1])[CH:3]=3)=[N:9]2)=[CH:30][CH:31]=1)(=[O:24])[O:20][CH3:19] |f:1.2.3|. Reported procedure: To a solution of 5-(3-bromophenyl)-2H-tetrazole (0.5 g, 2.22 mmol) in DMF (15 mL) was added cesium carbonate (0.94 g, 2.89) and the mixture stirred at room temperature for 15 minutes. To this was added (4-bromo-methylbenzyl) phosphonic acid dimethyl ester (0.85 g, 3.05 mmol) and the reaction mixture stirred over night at room temperature. The reaction mixture was diluted with ethyl acetate, washed with water, brine, dried over MgSO4, filtered, and the evaporated to dryness. Starting materials: ClC1=C(C(=C(C=C1OC)OC)Cl)C1=CC2=C(C=N1)C(=NN2)C=2C=NN(C2)CC(=O)O ({4-[6-(2,6-dichloro-3,5-dimethoxyphenyl)-1H-pyrazolo[4,3-c]pyridin-3-yl]-1H-pyrazol-1-yl}acetic acid), CN1CCC(CC1)N (1-methylpiperidin-4-amine). The product is ClC1=C(C(=C(C=C1OC)OC)Cl)C1=CC2=C(C=N1)C(=NN2)C=2C=NN(C2)CC(=O)NC2CCN(CC2)C (2-{4-[6-(2,6-Dichloro-3,5-dimethoxyphenyl)-1H-pyrazolo[4,3-c]pyridin-3-yl]-1H-pyrazol-1-yl}-N-(1-methylpiperidin-4-yl)acetamide). Reaction SMILES: [Cl:1][C:2]1[C:7]([O:8][CH3:9])=[CH:6][C:5]([O:10][CH3:11])=[C:4]([Cl:12])[C:3]=1[C:13]1[N:18]=[CH:17][C:16]2[C:19]([C:22]3[CH:23]=[N:24][N:25]([CH2:27][C:28](O)=[O:29])[CH:26]=3)=[N:20][NH:21][C:15]=2[CH:14]=1.[CH3:31][N:32]1[CH2:37][CH2:36][CH:35]([NH2:38])[CH2:34][CH2:33]1>>[Cl:12][C:4]1[C:5]([O:10][CH3:11])=[CH:6][C:7]([O:8][CH3:9])=[C:2]([Cl:1])[C:3]=1[C:13]1[N:18]=[CH:17][C:16]2[C:19]([C:22]3[CH:23]=[N:24][N:25]([CH2:27][C:28]([NH:38][CH:35]4[CH2:36][CH2:37][N:32]([CH3:31])[CH2:33][CH2:34]4)=[O:29])[CH:26]=3)=[N:20][NH:21][C:15]=2[CH:14]=1. Procedure details: This compound was prepared by using procedures analogous to those described for the synthesis of Example 36, Step 2, starting from {4-[6-(2,6-dichloro-3,5-dimethoxyphenyl)-1H-pyrazolo[4,3-c]pyridin-3-yl]-1H-pyrazol-1-yl}acetic acid and 1-methylpiperidin-4-amine. LCMS (M+H)+=544.1/546.1. The reactants are [BH3-]C#N, O=C1C2CCC1CN(Cc1ccccc1)C2, CN, CO, [Cl-], [Cl-], Cl, [Na+], [Na+], [OH-], [Zn+2]. Product: CNC1C2CCC1CN(Cc1ccccc1)C2. As a reaction SMILES: [C:1](#[N:2])[BH3-:3].[CH2:5]([c:6]1[cH:7][cH:8][cH:9][cH:10][cH:11]1)[N:12]1[CH2:13][CH:14]2[CH2:15][CH2:16][CH:17]([CH2:18]1)[C:19]2=[O:20].[CH3:22][NH2:23].[CH3:26][OH:27].[Cl-:28].[Cl-:30].[ClH:21].[Na+:25].[Na+:4].[OH-:24].[Zn+2:29]>>[CH3:1][NH:2][CH:19]1[CH:14]2[CH2:13][N:12]([CH2:5][c:6]3[cH:7][cH:8][cH:9][cH:10][cH:11]3)[CH2:18][CH:17]1[CH2:16][CH2:15]2. Yields the product NC=1C=C(C=CC1)C1=CC(=CC(=C1OC)C=O)S(=O)(=O)NC(CCC1CNCCC1)=O (3′-amino-5-formyl-6-methoxy-N-(3-piperidin-3-ylpropanoyl)-biphenyl-3-sulfonamide). Starting materials: NC=1C=C(C=CC1)C1=CC(=CC(=C1OC)C=O)S(=O)(=O)N (3′-amino-5-formyl-6-methoxy-biphenyl-3-sulfonamide), N1CC(CCC1)CCC(=O)Cl (3-piperidin-3-ylpropanoyl chloride). Reaction SMILES: [NH2:1][C:2]1[CH:3]=[C:4]([C:8]2[C:13]([O:14][CH3:15])=[C:12]([CH:16]=[O:17])[CH:11]=[C:10]([S:18]([NH2:21])(=[O:20])=[O:19])[CH:9]=2)[CH:5]=[CH:6][CH:7]=1.[NH:22]1[CH2:27][CH2:26][CH2:25][CH:24]([CH2:28][CH2:29][C:30](Cl)=[O:31])[CH2:23]1>>[NH2:1][C:2]1[CH:3]=[C:4]([C:8]2[C:13]([O:14][CH3:15])=[C:12]([CH:16]=[O:17])[CH:11]=[C:10]([S:18]([NH:21][C:30](=[O:31])[CH2:29][CH2:28][CH:24]3[CH2:25][CH2:26][CH2:27][NH:22][CH2:23]3)(=[O:19])=[O:20])[CH:9]=2)[CH:5]=[CH:6][CH:7]=1. Reported procedure: Proceeding as in Reference 21, but substituting 3′-amino-5-formyl-6-methoxy-biphenyl-3-sulfonamide and 3-piperidin-3-ylpropanoyl chloride, gave 3′-amino-5-formyl-6-methoxy-N-(3-piperidin-3-ylpropanoyl)-biphenyl-3-sulfonamide. Starting materials: NC=1C=C2CCCC2=CC1 (5-aminoindan), N1(C=NCC1)S(=O)(=O)O (2-imidazolinesulfonic acid). The solvent is C(C(C)C)O (isobutyl alcohol), ClCCl (dichloromethane). Reaction conditions: time 8 hour. The product is C1CCC2=CC(=CC=C12)NC=1NCCN1 (2-(5-Indanylamino)-2-imidazoline). Yield: 72.9%. As a reaction SMILES: [NH2:1][C:2]1[CH:3]=[C:4]2[C:8](=[CH:9][CH:10]=1)[CH2:7][CH2:6][CH2:5]2.[N:11]1(S(O)(=O)=O)[CH2:15][CH2:14][N:13]=[CH:12]1>C(O)C(C)C.ClCCl>[CH2:7]1[C:8]2[C:4](=[CH:3][C:2]([NH:1][C:12]3[NH:13][CH2:14][CH2:15][N:11]=3)=[CH:10][CH:9]=2)[CH2:5][CH2:6]1. Procedure: A mixture of 5-aminoindan (200 mg, 1.50 mmol) and 2-imidazolinesulfonic acid (450 mg, 3.00 mmol) in isobutyl alcohol (5 mL) was heated at reflux for 3 h and then stirred overnight. The solvent was removed to give a dark oil. It was flash chromatographed over silica gel (EtOAc:MeOH:Et3N=6:2:1) to afford a yellow solid. The solid was redissolved in dichloromethane, and washed with saturated aqueous Na2CO3. The organic layer was cried and concentrated to give yellow crystals (220 mg, 73% yield): mp... The reactants are COC=1C=C(C=CC1OC)C(C(C)([N+](=O)[O-])C)Cl (1-(3,4-dimethoxyphenyl)-1-chloro-2-methyl-2-nitropropane), C(C)(=O)[O-].[Na+] (sodium acetate), C(C)(=O)O (acetic acid), C (charcoal). Reagents/catalysts: [Pt](=O)=O (platinum dioxide). Run in COCCOC (1,2-dimethoxyethane), [H][H] (hydrogen). Yields the product Cl.CC(CC1=CC(=C(C=C1)OC)OC)(C)N (α,α-dimethyl-3,4-dimethoxyphenethylamine hydrochloride). Isolated yield 65.0%. As a reaction SMILES: [CH3:1][O:2][C:3]1[CH:4]=[C:5]([CH:11]([Cl:18])[C:12]([CH3:17])([N+:14]([O-])=O)[CH3:13])[CH:6]=[CH:7][C:8]=1[O:9][CH3:10].C([O-])(=O)C.[Na+].C(O)(=O)C.C>[H][H].[Pt](=O)=O.COCCOC>[ClH:18].[CH3:17][C:12]([NH2:14])([CH3:13])[CH2:11][C:5]1[CH:6]=[CH:7][C:8]([O:9][CH3:10])=[C:3]([O:2][CH3:1])[CH:4]=1 |f:1.2,8.9|. Procedure details: A mixture of 3.6 g of 1-(3,4-dimethoxyphenyl)-1-chloro-2-methyl-2-nitropropane, 910 mg of sodium acetate, 6.7 ml of acetic acid, 200 mg of platinum dioxide, 280 mg of activated charcoal and 35 ml of 1,2-dimethoxyethane is shaken at 60°-85° C. for 5.5 hours in hydrogen gas atmosphere under 55 atmospheric pressures. After cooling, insoluble materials are removed by filtration, and the filtrate is evaporated under reduced pressure to remove solvent. The residue (pale yellow oil) is dissolved in wat... Starting materials: solution, CN (methylamine), BrCC1=CC=CC2=C1SC=C2 (7-Bromomethylbenzo[b]thiophene). Run in C(C)O (ethanol), ClCCl (dichloromethane). Reaction conditions: time 8 hour. The product is S1C2=C(C=C1)C=CC=C2CNC (N-(7-Benzo[b]thienylmethyl)methanamine). Reaction SMILES: Br[CH2:2][C:3]1[C:8]2[S:9][CH:10]=[CH:11][C:7]=2[CH:6]=[CH:5][CH:4]=1.[CH3:12][NH2:13]>ClCCl.C(O)C>[S:9]1[CH:10]=[CH:11][C:7]2[CH:6]=[CH:5][CH:4]=[C:3]([CH2:2][NH:13][CH3:12])[C:8]1=2. Procedure: 7-Bromomethylbenzo[b]thiophene is dissolved in dichloromethane, added to 40 ml of a 33% solution of methylamine in ethanol and allowed to stand overnight. The resulting mixture is concentrated and the residue taken up in dichloromethane and extracted with 2N HCl. The aqueous phase is made strongly basic with NaOH and shaken with dichloromethane. The organic phase is dried with potassium carbonate, concentrated by evaporation and the residue vacuum distilled to produce the title product as an oil...